Dataset: the Open Reaction Database (ORD), a public repository of structured organic reaction records. Task: describe an organic reaction: reactants, conditions, products, and yield Starting materials: NC(=O)N (urea), C(C)(C)(C)C1=NN(C(=C1)NC(=O)NCC1=C(C=CC(=C1)F)OC=1C=C2C=NN(C2=CC1)CC=O)C1=CC=C(C=C1)C (1-(3-tert-Butyl-1-p-tolyl-1H-pyrazol-5-yl)-3-((5-fluoro-2-(1-(2-oxoethyl)-1H-indazol-5-yloxy)phenyl)methyl)urea), [BH4-].[Na+] (sodium borohydride). Solvent: CO (MeOH). Yields the product C(C)(C)(C)C1=NN(C(=C1)NC(=O)NCC1=C(C=CC(=C1)F)OC=1C=C2C=NN(C2=CC1)CCO)C1=CC=C(C=C1)C (1-(3-tert-butyl-1-p-tolyl-1H-pyrazol-5-yl)-3-(5-fluoro-2-(1-(2-hydroxyethyl)-1H-indazol-5-yloxy)benzyl)urea). The yield is 55.3%. As a reaction SMILES: NC(N)=O.[C:5]([C:9]1[CH:13]=[C:12]([NH:14][C:15]([NH:17][CH2:18][C:19]2[CH:24]=[C:23]([F:25])[CH:22]=[CH:21][C:20]=2[O:26][C:27]2[CH:28]=[C:29]3[C:33](=[CH:34][CH:35]=2)[N:32]([CH2:36][CH:37]=[O:38])[N:31]=[CH:30]3)=[O:16])[N:11]([C:39]2[CH:44]=[CH:43][C:42]([CH3:45])=[CH:41][CH:40]=2)[N:10]=1)([CH3:8])([CH3:7])[CH3:6].[BH4-].[Na+]>CO>[C:5]([C:9]1[CH:13]=[C:12]([NH:14][C:15]([NH:17][CH2:18][C:19]2[CH:24]=[C:23]([F:25])[CH:22]=[CH:21][C:20]=2[O:26][C:27]2[CH:28]=[C:29]3[C:33](=[CH:34][CH:35]=2)[N:32]([CH2:36][CH2:37][OH:38])[N:31]=[CH:30]3)=[O:16])[N:11]([C:39]2[CH:44]=[CH:43][C:42]([CH3:45])=[CH:41][CH:40]=2)[N:10]=1)([CH3:8])([CH3:7])[CH3:6] |f:2.3|. Procedure: Preparation of 1-(3-tert-butyl-1-p-tolyl-1H-pyrazol-5-yl)-3-(5-fluoro-241-(2-hydroxyethyl)-1H-indazol-5-yloxy)benzyl)urea 72: 1-(3-tert-Butyl-1-p-tolyl-1H-pyrazol-5-yl)-3-((5-fluoro-2-(1-(2-oxoethyl)-1H-indazol-5-yloxy)phenyl)methyl)urea (2.179 g, 3.929 mmol) was suspended in MeOH (40 mL) and treated with sodium borohydride (0.7432 g, 19.64 mmol) portionwise at room temperature. The reaction mixture was stirred at room temperature until complete conversion of the starting material to product was... The reactants are Compound 43, C(C)OC=NC1PC=NC1C#N (4-ethoxymethyleneamino-1,3-azaphospholine-5-carbonitrile), C(C1=CC=CC=C1)(=O)O[C@H]1C(O[C@@H]([C@H]1OC(C1=CC=CC=C1)=O)COC(C1=CC=CC=C1)=O)Br (2,3,5-tri-O-benzoyl-D-ribofuranosyl bromide), [Li] (lithium), [Li+].CC(C)[N-]C(C)C (LDA), Compound 43, N (ammonia), sugar, 1,3-azaphospholines. Yields the product [C@@H]1([C@H](O)[C@H](O)[C@@H](CO)O1)N1C=NC=2C(N)=NC=NC12 (adenosine). As a reaction SMILES: C(O[CH:4]=[N:5][CH:6]1[CH:10]([C:11]#[N:12])[N:9]=[CH:8]P1)C.C([O:21][C@@H:22]1[C@H:26]([O:27]C(=O)C2C=CC=CC=2)[C@@H:25]([CH2:36][O:37]C(=O)C2C=CC=CC=2)[O:24][CH:23]1Br)(=O)C1C=CC=CC=1.[Li].[Li+].CC([N-:52]C(C)C)C.[NH3:56]>>[C@@H:23]1([N:56]2[C:11]3[N:12]=[CH:4][N:5]=[C:6]([NH2:52])[C:10]=3[N:9]=[CH:8]2)[O:24][C@H:25]([CH2:36][OH:37])[C@@H:26]([OH:27])[C@H:22]1[OH:21] |f:3.4,^1:46|. Procedure details: For the synthesis of the target adenosine analog (compound 44), compound 9 serves as a useful starting material. The protection of the amino group is effected by the treatment of compound 9 with diethoxymethylacetate in acetonitrile to give 4-ethoxymethyleneamino-1,3-azaphospholine-5-carbonitrile (compound 41). Coupling of compound 41 with 2,3,5-tri-O-benzoyl-D-ribofuranosyl bromide (compound 42) (61) provides the corresponding P-nucleoside (compound 43). Compound 43 is also prepared by alkylati... Reactants: BrCC(=O)OCC (ethyl bromoacetate), BrC1C(NC2=C(CC1)C=CC=C2)=O (3-bromo-2,3,4,5-tetrahydro-2-oxo-1H-1-benzazepine), C([O-])([O-])=O.[K+].[K+] (potassium carbonate). Run in CN(C=O)C (dimethylformamide), CN(C=O)C (dimethylformamide), CN(C=O)C (dimethylformamide). Reaction conditions: time 90 minute. Yields the product BrC1C(N(C2=C(CC1)C=CC=C2)CC(=O)OCC)=O (3-bromo-1-ethoxycarbonylmethyl-2,3,4,5-tetrahydro-1H-1-benzazepin-2-one). As a reaction SMILES: [Br:1][CH:2]1[CH2:8][CH2:7][C:6]2[CH:9]=[CH:10][CH:11]=[CH:12][C:5]=2[NH:4][C:3]1=[O:13].C(=O)([O-])[O-].[K+].[K+].Br[CH2:21][C:22]([O:24][CH2:25][CH3:26])=[O:23]>CN(C)C=O>[Br:1][CH:2]1[CH2:8][CH2:7][C:6]2[CH:9]=[CH:10][CH:11]=[CH:12][C:5]=2[N:4]([CH2:21][C:22]([O:24][CH2:25][CH3:26])=[O:23])[C:3]1=[O:13] |f:1.2.3|. Procedure details: A solution of 20 g of 3-bromo-2,3,4,5-tetrahydro-2-oxo-1H-1-benzazepine in 50 ml of dimethylformamide at 65° is added to a suspension of 114.7 g of potassium carbonate in 200 ml of dimethylformamide at room temperature maintaining the temperature of the reaction mixture below 30°. The reaction mixture is then stirred at room temperature for 90 minutes. A solution of 20.7 g of ethyl bromoacetate in 50 ml of dimethylformamide is added over a period of 30 minutes at room temperature. The reaction m... Reactants: COC1=NC=CC2=C1C(=CN2C2CCOCC2)C2=CC=C(C=C2)S(=O)(=O)N (4-(4-methoxy-1-(tetrahydro-2H-pyran-4-yl)-1H-pyrrolo[3,2-c]pyridin-3-yl)benzenesulfonamide), [I-].[Na+] (sodium iodide), Cl[Si](C)(C)C (chloro(trimethyl)silane), C(O)([O-])=O.[Na+] (sodium hydrogencarbonate). Solvent: C(C)#N (acetonitrile). Reaction conditions: temperature 50 celsius, time 8 hour. Yields the product O=C1NC=CC2=C1C(=CN2C2CCOCC2)C2=CC=C(C=C2)S(=O)(=O)N (4-(4-oxo-1-(tetrahydro-2H-pyran-4-yl)-4,5-dihydro-1H-pyrrolo[3,2-c]pyridin-3-yl)benzenesulfonamide). Yield: 71.1%. Reaction SMILES: C[O:2][C:3]1[C:8]2[C:9]([C:18]3[CH:23]=[CH:22][C:21]([S:24]([NH2:27])(=[O:26])=[O:25])=[CH:20][CH:19]=3)=[CH:10][N:11]([CH:12]3[CH2:17][CH2:16][O:15][CH2:14][CH2:13]3)[C:7]=2[CH:6]=[CH:5][N:4]=1.[I-].[Na+].Cl[Si](C)(C)C.C(=O)([O-])O.[Na+]>C(#N)C>[O:2]=[C:3]1[C:8]2[C:9]([C:18]3[CH:19]=[CH:20][C:21]([S:24]([NH2:27])(=[O:26])=[O:25])=[CH:22][CH:23]=3)=[CH:10][N:11]([CH:12]3[CH2:17][CH2:16][O:15][CH2:14][CH2:13]3)[C:7]=2[CH:6]=[CH:5][NH:4]1 |f:1.2,4.5|. Procedure details: To a solution of 4-(4-methoxy-1-(tetrahydro-2H-pyran-4-yl)-1H-pyrrolo[3,2-c]pyridin-3-yl)benzenesulfonamide (28.0 mg) in acetonitrile (3 mL) were added sodium iodide (28.2 mg) and chloro(trimethyl)silane (0.096 mL), and the mixture was stirred overnight at 50° C. To the reaction mixture was added saturated aqueous sodium hydrogencarbonate solution, and the mixture was extracted with ethyl acetate. The organic layer was washed with saturated brine, dried over anhydrous sodium sulfate, and concent...